This data is from the Open Reaction Database (ORD), a public repository of structured organic reaction records. The task is: describe an organic reaction: reactants, conditions, products, and yield The reactants are CC1(c2ccc3cc(OC4CCC(C(C)(C)C)CC4)ccc3c2)COC(=O)N1, ClCCl, [Cl-], [Cl-], [Cl-], [Cl-], O=S(=O)(c1ccccc1)N(F)S(=O)(=O)c1ccccc1, [Zr+4]. Yields the product CC1(c2ccc3c(F)c(OC4CCC(C(C)(C)C)CC4)ccc3c2)COC(=O)N1. RXN SMILES: [C:1]([CH3:2])([CH3:3])([CH3:4])[CH:5]1[CH2:6][CH2:7][CH:8]([O:11][c:12]2[cH:13][c:14]3[cH:15][cH:16][c:17]([C:22]4([CH3:28])[NH:23][C:24](=[O:27])[O:25][CH2:26]4)[cH:18][c:19]3[cH:20][cH:21]2)[CH2:9][CH2:10]1.[CH2:29]([Cl:30])[Cl:31].[Cl-:52].[Cl-:53].[Cl-:54].[Cl-:55].[F:32][N:33]([S:34]([c:35]1[cH:36][cH:37][cH:38][cH:39][cH:40]1)(=[O:41])=[O:42])[S:43]([c:44]1[cH:45][cH:46][cH:47][cH:48][cH:49]1)(=[O:50])=[O:51].[Zr+4:56]>>[C:1]([CH3:2])([CH3:3])([CH3:4])[CH:5]1[CH2:6][CH2:7][CH:8]([O:11][c:12]2[c:13]([F:32])[c:14]3[cH:15][cH:16][c:17]([C:22]4([CH3:28])[NH:23][C:24](=[O:27])[O:25][CH2:26]4)[cH:18][c:19]3[cH:20][cH:21]2)[CH2:9][CH2:10]1. Starting materials: CCCCCCCn1nc(Br)c(=O)n(C)c1=O, CCOC(=O)C(C)(C)Oc1cccc(CCCO)c1. Product: CCCCCCCn1nc(OCCCc2cccc(OC(C)(C)C(=O)OCC)c2)c(=O)n(C)c1=O. RXN SMILES: [Br:1][c:2]1[c:3](=[O:17])[n:4]([CH3:16])[c:5](=[O:15])[n:6]([CH2:8][CH2:9][CH2:10][CH2:11][CH2:12][CH2:13][CH3:14])[n:7]1.[OH:18][CH2:19][CH2:20][CH2:21][c:22]1[cH:23][c:24]([O:25][C:26]([C:27](=[O:28])[O:29][CH2:30][CH3:31])([CH3:32])[CH3:33])[cH:34][cH:35][cH:36]1>>[c:2]1([O:18][CH2:19][CH2:20][CH2:21][c:22]2[cH:23][c:24]([O:25][C:26]([C:27](=[O:28])[O:29][CH2:30][CH3:31])([CH3:32])[CH3:33])[cH:34][cH:35][cH:36]2)[c:3](=[O:17])[n:4]([CH3:16])[c:5](=[O:15])[n:6]([CH2:8][CH2:9][CH2:10][CH2:11][CH2:12][CH2:13][CH3:14])[n:7]1.